From a dataset of the Open Reaction Database (ORD), a public repository of structured organic reaction records. describe an organic reaction: reactants, conditions, products, and yield Run in C(C)(=O)OCC (ethyl acetate). The product is NC=1C=C(C=CC1)C=1OC=CN1 (2-(3-Aminophenyl)1,3-oxazole). As a reaction SMILES: [N+:1]([C:4]1[CH:5]=[C:6]([C:10]2[O:11][CH:12]=[CH:13][N:14]=2)[CH:7]=[CH:8][CH:9]=1)([O-])=O.C(=O)(O)[O-].[Na+]>C(OCC)(=O)C>[NH2:1][C:4]1[CH:5]=[C:6]([C:10]2[O:11][CH:12]=[CH:13][N:14]=2)[CH:7]=[CH:8][CH:9]=1 |f:1.2|. Run at temperature 80 celsius. The reactants are stannous chloride dihydrate, [N+](=O)([O-])C=1C=C(C=CC1)C=1OC=CN1 (2-(3-nitro-phenyl)1,3-oxazole), C([O-])(O)=O.[Na+] (sodium bicarbonate). Reported procedure: To a slurry of stannous chloride dihydrate (11.8 g, 0.05 mol in 35 mL of ethyl acetate under argon at room temperature was added 2-(3-nitro-phenyl)1,3-oxazole (1.95 g, 0.01 mol, from part A). After heating at 80° C. for 20 minutes, the mixture was poured onto crushed ice and made basic (pH 8.5) with saturated sodium bicarbonate. After filtering the resulting solution through a pad of celite to remove insolubles, the organic layer was separated, washed with water and brine, dried (anhydrous magne... Starting materials: C1NCCC2=CC=CC=C12 (1,2,3,4-tetrahydroisoquinoline), C(C)(=O)O (acetic acid), C(CC)N(N1C=CC2=CC(=CC=C12)O)C1=CC=NC=C1 (1-(propyl-4-pyridinylamino)-1H-indol-5-ol), C(=O)(N1C=NC=C1)N1C=NC=C1 (1,1'-carbonyldiimidazole), C(C)(=O)O (acetic acid). Run in O1CCCC1 (tetrahydrofuran), O1CCCC1 (tetrahydrofuran). Conditions: time 24 hour. The product is C1N(CCC2=CC=CC=C12)NC(OC=1C=C2C=CN(C2=CC1)N(C1=CC=NC=C1)CCC)=O (1-(Propyl-4-pyridinylamino)-1H-indol-5-yl 1,2,3,4-tetrahydro-2-isoquinolinylcarbamate). The yield is 135.6%. As a reaction SMILES: [CH2:1]([N:4]([C:15]1[CH:20]=[CH:19][N:18]=[CH:17][CH:16]=1)[N:5]1[C:13]2[C:8](=[CH:9][C:10]([OH:14])=[CH:11][CH:12]=2)[CH:7]=[CH:6]1)[CH2:2][CH3:3].[C:21](N1C=CN=C1)([N:23]1C=CN=C1)=[O:22].C(O)(=O)C.[CH2:37]1[C:46]2[C:41](=[CH:42][CH:43]=[CH:44][CH:45]=2)[CH2:40][CH2:39][NH:38]1>O1CCCC1>[CH2:37]1[C:46]2[C:41](=[CH:42][CH:43]=[CH:44][CH:45]=2)[CH2:40][CH2:39][N:38]1[NH:23][C:21](=[O:22])[O:14][C:10]1[CH:9]=[C:8]2[C:13](=[CH:12][CH:11]=1)[N:5]([N:4]([CH2:1][CH2:2][CH3:3])[C:15]1[CH:20]=[CH:19][N:18]=[CH:17][CH:16]=1)[CH:6]=[CH:7]2. Procedure: To a solution of 1-(propyl-4-pyridinylamino)-1H-indol-5-ol (2.5 g) in 40 ml of tetrahydrofuran was added 1,1'-carbonyldiimidazole (1.83 g) and this mixture was stirred for 24 hours. Then 3.5 ml of glacial acetic acid was added to the reaction mixture. Then 1,2,3,4-tetrahydroisoquinoline (1.49 g) in 10 ml of tetrahydrofuran which had been acidified with 0.60 ml of glacial acetic acid was added to the reaction mixture dropwise. This was stirred for 24 hours and then the reaction mixture was quench... Reactants: C([O-])([O-])=O.[Cs+].[Cs+] (cesium carbonate), OC1=C(C=CC=C1)/C=C/C(CCC1=CC=C(C(=O)OC)C=C1)CC1=CC=C(C=C1)C(=O)OC (methyl 4-{(4E)-5-(2-hydroxyphenyl)-3-[4-(methoxycarbonyl)benzyl]pent-4-en-1-yl}benzoate), ClCCCN1C(CCC1)=O (1-(3-chloropropyl)pyrrolidin-2-one). Reaction SMILES: Cl[CH2:2][CH2:3][CH2:4][N:5]1[CH2:9][CH2:8][CH2:7][C:6]1=[O:10].C(=O)([O-])[O-].[Cs+].[Cs+].[OH:17][C:18]1[CH:23]=[CH:22][CH:21]=[CH:20][C:19]=1/[CH:24]=[CH:25]/[CH:26]([CH2:39][C:40]1[CH:45]=[CH:44][C:43]([C:46]([O:48][CH3:49])=[O:47])=[CH:42][CH:41]=1)[CH2:27][CH2:28][C:29]1[CH:38]=[CH:37][C:32]([C:33]([O:35][CH3:36])=[O:34])=[CH:31][CH:30]=1>O1CCOCC1>[CH3:49][O:48][C:46]([C:43]1[CH:42]=[CH:41][C:40]([CH2:39][CH:26](/[CH:25]=[CH:24]/[C:19]2[CH:20]=[CH:21][CH:22]=[CH:23][C:18]=2[O:17][CH2:2][CH2:3][CH2:4][N:5]2[CH2:9][CH2:8][CH2:7][C:6]2=[O:10])[CH2:27][CH2:28][C:29]2[CH:38]=[CH:37][C:32]([C:33]([O:35][CH3:36])=[O:34])=[CH:31][CH:30]=2)=[CH:45][CH:44]=1)=[O:47] |f:1.2.3|. Solvent: O1CCOCC1 (dioxane). Run at temperature 60 celsius, time 12 hour. Procedure: 2.33 g (14.4 mmol) of 1-(3-chloropropyl)pyrrolidin-2-one [CAS Reg. No. 91152-30-6] and 4.69 g (14.4 mmol) of anhydrous cesium carbonate are added to a solution of 3.2 g (7.2 mmol) of methyl 4-{(4E)-5-(2-hydroxyphenyl)-3-[4-(methoxycarbonyl)benzyl]pent-4-en-1-yl}benzoate (enantiomer 1, Example 19A) in 50 ml of dry dioxane, and the mixture is then stirred at 60° C. for 12 h. The mixture is then filtered, and the filtrate is evaporated to dryness. The crude product obtained is purified by flash chr... Product: COC(=O)C1=CC=C(CC(CCC2=CC=C(C(=O)OC)C=C2)\C=C\C2=C(C=CC=C2)OCCCN2C(CCC2)=O)C=C1 (Methyl 4-[(4E)-3-[4-(methoxycarbonyl)benzyl]-5-{2-[3-(2-oxopyrrolidin-1-yl)propoxy]phenyl}pent-4-en-1-yl]benzoate). Starting materials: CC(C)OC1c2ccccc2CC(NC(=O)OC(C)(C)C)C1O, ClCCl. Product: CC(C)OC1C(=O)C(NC(=O)OC(C)(C)C)Cc2ccccc21. Reaction SMILES: [C:1]([CH3:2])([CH3:3])([CH3:4])[O:5][C:6](=[O:7])[NH:8][CH:9]1[CH:10]([OH:23])[CH:11]([O:19][CH:20]([CH3:21])[CH3:22])[c:12]2[cH:13][cH:14][cH:15][cH:16][c:17]2[CH2:18]1.[CH2:24]([Cl:25])[Cl:26]>>[C:1]([CH3:2])([CH3:3])([CH3:4])[O:5][C:6](=[O:7])[NH:8][CH:9]1[C:10](=[O:23])[CH:11]([O:19][CH:20]([CH3:21])[CH3:22])[c:12]2[cH:13][cH:14][cH:15][cH:16][c:17]2[CH2:18]1.